From a dataset of the Open Reaction Database (ORD), a public repository of structured organic reaction records. describe an organic reaction: reactants, conditions, products, and yield Starting materials: N#Cc1ccccc1B(O)O, O=C([O-])[O-], C1COCCO1, COC(=O)c1ccc(Cl)nc1, [K+], [K+], c1ccc(P(c2ccccc2)(c2ccccc2)[Pd](P(c2ccccc2)(c2ccccc2)c2ccccc2)(P(c2ccccc2)(c2ccccc2)c2ccccc2)P(c2ccccc2)(c2ccccc2)c2ccccc2)cc1. Product: COC(=O)c1ccc(-c2ccccc2C#N)nc1. As a reaction SMILES: [C:12](#[N:13])[c:14]1[c:15]([B:20]([OH:21])[OH:22])[cH:16][cH:17][cH:18][cH:19]1.[C:23](=[O:24])([O-:25])[O-:26].[CH2:106]1[O:107][CH2:108][CH2:109][O:110][CH2:111]1.[Cl:1][c:2]1[n:3][cH:4][c:5]([C:6](=[O:7])[O:8][CH3:9])[cH:10][cH:11]1.[K+:27].[K+:28].[cH:29]1[cH:30][cH:31][c:32]([P:33]([Pd:34]([P:35]([c:36]2[cH:37][cH:38][cH:39][cH:40][cH:41]2)([c:42]2[cH:43][cH:44][cH:45][cH:46][cH:47]2)[c:48]2[cH:49][cH:50][cH:51][cH:52][cH:53]2)([P:54]([c:55]2[cH:56][cH:57][cH:58][cH:59][cH:60]2)([c:61]2[cH:62][cH:63][cH:64][cH:65][cH:66]2)[c:67]2[cH:68][cH:69][cH:70][cH:71][cH:72]2)[P:73]([c:74]2[cH:75][cH:76][cH:77][cH:78][cH:79]2)([c:80]2[cH:81][cH:82][cH:83][cH:84][cH:85]2)[c:86]2[cH:87][cH:88][cH:89][cH:90][cH:91]2)([c:92]2[cH:93][cH:94][cH:95][cH:96][cH:97]2)[c:98]2[cH:99][cH:100][cH:101][cH:102][cH:103]2)[cH:104][cH:105]1>>[c:2]1(-[c:15]2[c:14]([C:12]#[N:13])[cH:19][cH:18][cH:17][cH:16]2)[n:3][cH:4][c:5]([C:6](=[O:7])[O:8][CH3:9])[cH:10][cH:11]1. The reactants are COC(C1=C(C=C(C=C1)S(=O)(=O)C)OC)=O (4-methanesulfonyl-2-methoxybenzoic acid methyl ester), Cl.[NH+]1=CC=CC=C1 (pyridinium hydrochloride). Reaction conditions: temperature 180 celsius. Yields the product C(C)OC(C1=C(C=C(C=C1)S(=O)(=O)C)O)=O (2-hydroxy-4-methanesulfonyl-benzoic acid ethyl ester). Isolated yield 56.7%. Reaction SMILES: [CH3:1][O:2][C:3](=[O:16])[C:4]1[CH:9]=[CH:8][C:7]([S:10]([CH3:13])(=[O:12])=[O:11])=[CH:6][C:5]=1[O:14]C.Cl.[NH+]1C=CC=C[CH:19]=1>>[CH2:1]([O:2][C:3](=[O:16])[C:4]1[CH:9]=[CH:8][C:7]([S:10]([CH3:13])(=[O:12])=[O:11])=[CH:6][C:5]=1[OH:14])[CH3:19] |f:1.2|. Procedure details: A mixture of 10 (15 g) and pyridinium hydrochloride (45 g) was heated under an inert atmosphere at 180° C. for 1.5 h and cooled. The mixture was partitioned between EtOAc and aqueous HCl (5%). The organic layer was washed with aqueous HCl (5%), dried, filtered, and concentrated. A solution of the resulting residue in EtOH (400 mL) was treated with concentrated H2SO4 (10 mL) and heated overnight at 75° C. After cooling, the mixture was concentrated and partitioned between EtOAc and saturated aque... The reactants are CC1NCCNC1 (2-methylpiperazine), ClC(=O)OCC (ethyl chloroformate). Solvent: CO (MeOH), O (H2O), CC(=O)O (AcOH), O (H2O). Conditions: time 8 hour. The product is C(C)OC(=O)N1CC(NCC1)C (3-methyl-piperazine-1-carboxylic acid ethyl ester). Reaction SMILES: [CH3:1][CH:2]1[CH2:7][NH:6][CH2:5][CH2:4][NH:3]1.Cl[C:9]([O:11][CH2:12][CH3:13])=[O:10]>CO.O.CC(O)=O>[CH2:12]([O:11][C:9]([N:6]1[CH2:5][CH2:4][NH:3][CH:2]([CH3:1])[CH2:7]1)=[O:10])[CH3:13]. Procedure: To a solution of 2-methylpiperazine (10.0 g) in MeOH (120 mL), H2O (40 mL) and AcOH was added at −5° C. dropwise during 25 min ethyl chloroformate (10 mL) and the reaction mixture was stirred overnight at RT. Then, H2O (100 mL) was added and the MeOH evaporated in vacuo. The aq. phase was diluted with toluene (70 mL), the layers were separated and the org. layer was washed with water (50 mL). The aq. phase was then basified with NaOH (2M, 80 mL) and extracted with toluene (100 mL). The combined ... The reactants are B, CC(C)(C)OC(=O)NC1CCC(C(=O)O)CC1, C1CCOC1, CSC, CO. Yields the product CC(C)(C)OC(=O)NC1CCC(CO)CC1. RXN SMILES: [BH3:4].[C:5]([CH3:6])([CH3:7])([CH3:8])[O:9][C:10](=[O:11])[NH:12][CH:13]1[CH2:14][CH2:15][CH:16]([C:19](=[O:20])[OH:21])[CH2:17][CH2:18]1.[CH2:24]1[O:25][CH2:26][CH2:27][CH2:28]1.[CH3:1][S:2][CH3:3].[CH3:22][OH:23]>>[C:5]([CH3:6])([CH3:7])([CH3:8])[O:9][C:10](=[O:11])[NH:12][CH:13]1[CH2:14][CH2:15][CH:16]([CH2:19][OH:20])[CH2:17][CH2:18]1. Reactants: COc1ccc(CN)cc1, CC(C)n1nc(-c2nc(C#N)c(C#N)nc2-c2ccccc2)ccc1=O, O. The product is COc1ccc(CNc2nc(-c3ccccc3)c(-c3ccc(=O)n(C(C)C)n3)nc2C#N)cc1. As a reaction SMILES: [CH3:27][O:28][c:29]1[cH:30][cH:31][c:32]([CH2:33][NH2:34])[cH:35][cH:36]1.[CH:1]([CH3:2])([CH3:3])[n:4]1[n:5][c:6](-[c:11]2[n:12][c:13]([C:25]#[N:26])[c:14]([C:23]#[N:24])[n:15][c:16]2-[c:17]2[cH:18][cH:19][cH:20][cH:21][cH:22]2)[cH:7][cH:8][c:9]1=[O:10].[OH2:37]>>[CH:1]([CH3:2])([CH3:3])[n:4]1[n:5][c:6](-[c:11]2[n:12][c:13]([C:25]#[N:26])[c:14]([NH:34][CH2:33][c:32]3[cH:31][cH:30][c:29]([O:28][CH3:27])[cH:36][cH:35]3)[n:15][c:16]2-[c:17]2[cH:18][cH:19][cH:20][cH:21][cH:22]2)[cH:7][cH:8][c:9]1=[O:10]. The reactants are [Mg] (magnesium), O (water), C(CCCCC)[Mg]Br (hexylmagnesium bromide), CC(=O)C1=CC(=CC=C1)OCC2=CC=CC=C2 (3-benzyloxyacetophenone), BrCCCCCC (1-bromohexane), [Cl-].[NH4+] (ammonium chloride). Solvent: O1CCCC1 (tetrahydrofuran), CCOCC (ether), O1CCCC1 (tetrahydrofuran), O1CCCC1 (tetrahydrofuran). Conditions: temperature 25 celsius, time 8 hour. Yields the product C(C1=CC=CC=C1)OC=1C=C(C=CC1)C(CCCCCC)(O)C (1-(3-Benzyloxyphenyl)-1-methylheptan-1-ol). Yield: 94.0%. RXN SMILES: [Mg].Br[CH2:3][CH2:4][CH2:5][CH2:6][CH2:7]C.[CH3:9][C:10]([C:12]1[CH:17]=[CH:16][CH:15]=[C:14]([O:18][CH2:19][C:20]2[CH:25]=[CH:24][CH:23]=[CH:22][CH:21]=2)[CH:13]=1)=[O:11].O.[CH2:27]([Mg]Br)CCCCC.[Cl-].[NH4+]>O1CCCC1.CCOCC>[CH2:19]([O:18][C:14]1[CH:13]=[C:12]([C:10]([CH3:27])([OH:11])[CH2:9][CH2:3][CH2:4][CH2:5][CH2:6][CH3:7])[CH:17]=[CH:16][CH:15]=1)[C:20]1[CH:25]=[CH:24][CH:23]=[CH:22][CH:21]=1 |f:5.6|. Reported procedure: To a slurry of 186 g. (7.65 mole) of magnesium in 3.5 l. of tetrahydrofuran was added 1.023 l. (7.29 mole) of 1-bromohexane over 2 hours. The resultant Grignard solution was allowed to cool to 25° C. A solution of 1.098 kg. (4.86 mole) of 3-benzyloxyacetophenone in 1 liter of tetrahydrofuran was added to the Grignard solution over a 3 hour period. The reaction temperature was maintained at 12°-18° C. with an ice bath. Upon completion of the addition the reaction was allowed to stir overnight at ...